From a dataset of the Open Reaction Database (ORD), a public repository of structured organic reaction records. describe an organic reaction: reactants, conditions, products, and yield Starting materials: O=Cc1ccc(Cl)nc1, Cl, NO. Yields the product ON=Cc1ccc(Cl)nc1. As a reaction SMILES: [Cl:1][c:2]1[n:3][cH:4][c:5]([CH:8]=[O:9])[cH:6][cH:7]1.[ClH:10].[NH2:11][OH:12]>>[Cl:1][c:2]1[n:3][cH:4][c:5]([CH:8]=[N:11][OH:12])[cH:6][cH:7]1. Yields the product C(C)(C)(C)OC(=O)N[C@@]12CN(C[C@H]2C(CC1)(F)F)C1=C(C=C2C(C(=CN(C2=C1C)[C@H]1[C@H](C1)F)C(=O)OCC)=O)F (Ethyl 7-[(1S,5R)-1-tert-butoxycarbonylamino-6,6-difluoro-3-azabicyclo[3.3.0]octan-3-yl]-6-fluoro-1-[(1R,2S)-2-fluorocyclopropyl]-1,4-dihydro-8-methyl-4-oxoquinoline-3-carboxylate). Run in O1CCOCC1 (dioxane), O (water). Run at time 30 minute. Isolated yield 69.8%. The reagents and catalysts are C1(=CC=CC=C1)P([C-]1C=CC=C1)C1=CC=CC=C1.[C-]1(C=CC=C1)P(C1=CC=CC=C1)C1=CC=CC=C1.[Fe+2] (1,1′-bis(diphenylphosphino)ferrocene), C=1C=CC(=CC1)/C=C/C(=O)/C=C/C2=CC=CC=C2.C=1C=CC(=CC1)/C=C/C(=O)/C=C/C2=CC=CC=C2.C=1C=CC(=CC1)/C=C/C(=O)/C=C/C2=CC=CC=C2.[Pd].[Pd] (tris(dibenzylideneacetone)dipalladium(0)). Procedure details: A mixture of (1S,5R)-1-tert-butoxycarbonylamino-6,6-difluoro-3-azabicyclo[3.3.0]octane (318 mg, 1.21 mmol), ethyl 7-bromo-6-fluoro-1-[(1R,2S)-2-fluorocyclopropyl]-1,4-dihydro-8-methyl-4-oxoquinoline-3-carboxylate (426 mg, 1.10 mmol), 1,1′-bis(diphenylphosphino)ferrocene (183 mg, 0.331 mmol), tris(dibenzylideneacetone)dipalladium(0) (101 mg, 0.110 mmol) and cesium carbonate (718 mg, 2.20 mmol) in dioxane (5.51 mL) was stirred at room temperature for 30 minutes, and at 100° C. for 11 hours under a... Reactants: C(C)(C)(C)OC(=O)N[C@@]12CNC[C@H]2C(CC1)(F)F ((1S,5R)-1-tert-butoxycarbonylamino-6,6-difluoro-3-azabicyclo[3.3.0]octane), BrC1=C(C=C2C(C(=CN(C2=C1C)[C@H]1[C@H](C1)F)C(=O)OCC)=O)F (ethyl 7-bromo-6-fluoro-1-[(1R,2S)-2-fluorocyclopropyl]-1,4-dihydro-8-methyl-4-oxoquinoline-3-carboxylate), C([O-])([O-])=O.[Cs+].[Cs+] (cesium carbonate). Reaction SMILES: [C:1]([O:5][C:6]([NH:8][C@@:9]12[CH2:16][CH2:15][C:14]([F:18])([F:17])[C@@H:13]1[CH2:12][NH:11][CH2:10]2)=[O:7])([CH3:4])([CH3:3])[CH3:2].Br[C:20]1[C:29]([CH3:30])=[C:28]2[C:23]([C:24](=[O:40])[C:25]([C:35]([O:37][CH2:38][CH3:39])=[O:36])=[CH:26][N:27]2[C@@H:31]2[CH2:33][C@@H:32]2[F:34])=[CH:22][C:21]=1[F:41].C(=O)([O-])[O-].[Cs+].[Cs+]>O1CCOCC1.O.C1(P(C2C=CC=CC=2)[C-]2C=CC=C2)C=CC=CC=1.[C-]1(P(C2C=CC=CC=2)C2C=CC=CC=2)C=CC=C1.[Fe+2].C1C=CC(/C=C/C(/C=C/C2C=CC=CC=2)=O)=CC=1.C1C=CC(/C=C/C(/C=C/C2C=CC=CC=2)=O)=CC=1.C1C=CC(/C=C/C(/C=C/C2C=CC=CC=2)=O)=CC=1.[Pd].[Pd]>[C:1]([O:5][C:6]([NH:8][C@@:9]12[CH2:16][CH2:15][C:14]([F:18])([F:17])[C@@H:13]1[CH2:12][N:11]([C:20]1[C:29]([CH3:30])=[C:28]3[C:23]([C:24](=[O:40])[C:25]([C:35]([O:37][CH2:38][CH3:39])=[O:36])=[CH:26][N:27]3[C@@H:31]3[CH2:33][C@@H:32]3[F:34])=[CH:22][C:21]=1[F:41])[CH2:10]2)=[O:7])([CH3:4])([CH3:2])[CH3:3] |f:2.3.4,7.8.9,10.11.12.13.14|. Reactants: C(C)#N (Acetonitrile), C([O-])([O-])=O.[K+].[K+] (potassium carbonate), C(=O)(OCC)N1C(C=2C(C1=O)=CC=CC2)=O (N-carboethoxyphthalimide), Cl.N[C@H]1C[C@H](CCC1(C)C)O (cis-3-amino-4,4-dimethylcyclohexanol hydrochloride). The solvent is O (water). Run at time 2 hour. Product: O[C@H]1CCC([C@H](C1)N1C(C2=CC=CC=C2C1=O)=O)(C)C (cis-2-(5-hydroxy-2,2-dimethylcyclohexyl)-1H-isoindole-1,3(2H)-dione). The yield is 52.3%. RXN SMILES: C(#N)C.C(=O)([O-])[O-].[K+].[K+].[C:10]([N:15]1[C:19](=[O:20])[C:18]2=[CH:21][CH:22]=[CH:23][CH:24]=[C:17]2[C:16]1=[O:25])(OCC)=O.Cl.N[C@@H:28]1[C:33](C)([CH3:34])[CH2:32][CH2:31][C@H:30]([OH:36])[CH2:29]1>O>[OH:36][C@@H:30]1[CH2:31][C@H:10]([N:15]2[C:16](=[O:25])[C:17]3[C:18](=[CH:21][CH:22]=[CH:23][CH:24]=3)[C:19]2=[O:20])[C:33]([CH3:34])([CH3:32])[CH2:28][CH2:29]1 |f:1.2.3,5.6|. Reported procedure: Acetonitrile (5 ml), potassium carbonate (3.1 mmol, 423 mg) and N-carboethoxyphthalimide (3.1 mmol, 670 mg) were added to a solution of cis-3-amino-4,4-dimethylcyclohexanol hydrochloride (500 mg, 2.8 mmol) in water (10 ml), and the resulting mixture was stirred as it was for 2 hours. The crystals precipitated were collected by filtration and then recrystallized from chloroform-diethyl ether to obtain cis-2-(5-hydroxy-2,2-dimethylcyclohexyl)-1H-isoindole-1,3(2H)-dione (400 mg, 53%, containing abo... Starting materials: CCN(C(C)C)C(C)C, ClCCl, Cl, NCCNc1nsc2ccc([N+](=O)[O-])cc12, O=C(Cl)c1ccccn1. Yields the product O=C(NCCNc1nsc2ccc([N+](=O)[O-])cc12)c1ccccn1. RXN SMILES: [CH:17]([N:18]([CH:19]([CH3:20])[CH3:21])[CH2:22][CH3:23])([CH3:24])[CH3:25].[Cl:36][CH2:37][Cl:38].[ClH:26].[N+:1](=[O:2])([O-:3])[c:4]1[cH:5][cH:6][c:7]2[c:8]([c:9]([NH:12][CH2:13][CH2:14][NH2:15])[n:10][s:11]2)[cH:16]1.[c:27]1([C:33](=[O:34])[Cl:35])[cH:28][cH:29][cH:30][cH:31][n:32]1>>[N+:1](=[O:2])([O-:3])[c:4]1[cH:5][cH:6][c:7]2[c:8]([c:9]([NH:12][CH2:13][CH2:14][NH:15][C:33]([c:27]3[cH:28][cH:29][cH:30][cH:31][n:32]3)=[O:34])[n:10][s:11]2)[cH:16]1. The reactants are ClC=1C=CC(=C(C(=O)C(C(=O)OCC)=CN(C)C)C1)C (ethyl 2-(5-chloro-2-methylbenzoyl)-3-(dimethylamino)acrylate), NN (hydrazine), C(C)O (ethanol). Yields the product ClC=1C=CC(=C(C1)C1=C(C=NN1)C(=O)OCC)OC (ethyl 5-(5-chloro-2-methoxyphenyl)-1H-pyrazole-4-carboxylate). The yield is 100.0%. Reaction SMILES: [Cl:1][C:2]1[CH:3]=[CH:4][C:5](C)=[C:6]([CH:19]=1)[C:7]([C:9](=[CH:15][N:16](C)C)[C:10]([O:12][CH2:13][CH3:14])=[O:11])=O.[NH2:21]N.[CH2:23]([OH:25])C>>[Cl:1][C:2]1[CH:3]=[CH:4][C:5]([O:25][CH3:23])=[C:6]([C:7]2[NH:21][N:16]=[CH:15][C:9]=2[C:10]([O:12][CH2:13][CH3:14])=[O:11])[CH:19]=1. Reported procedure: A solution of ethyl 2-(5-chloro-2-methylbenzoyl)-3-(dimethylamino)acrylate (2.87 g, 9.70 mmol) and hydrazine (0.50 mL, 16.0 mmol, 1.6 equiv) in 30 mL ethanol was heated at 70° C. for 2 hours. Solvent and excess hydrazine were then evaporated to provide 2.57 g (100%) of ethyl 5-(5-chloro-2-methoxyphenyl)-1H-pyrazole-4-carboxylate, which was used without further purification. LCMS (ESI) m+H=265.2. Reactants: CC(C)(C)OC(=O)NC1CCCCN(S(C)(=O)=O)C1=O, O=C(OC(Cl)(Cl)Cl)OC(Cl)(Cl)Cl, Nc1cc(N2CCNCC2)c2ccc(Cl)cc2n1, O=C(O)C(F)(F)F, [Na+], O=C([O-])O. The product is CS(=O)(=O)N1CCCCC(NC(=O)N2CCN(c3cc(N)nc4cc(Cl)ccc34)CC2)C1=O. Reaction SMILES: [CH3:1][C:2]([O:3][C:6]([NH:7][CH:8]1[C:9](=[O:19])[N:10]([S:15](=[O:16])(=[O:17])[CH3:18])[CH2:11][CH2:12][CH2:13][CH2:14]1)=[O:20])([CH3:4])[CH3:5].[Cl:28][C:29]([Cl:30])([O:31][C:32](=[O:33])[O:34][C:35]([Cl:36])([Cl:37])[Cl:38])[Cl:39].[Cl:45][c:46]1[cH:47][cH:48][c:49]2[c:50]([N:57]3[CH2:58][CH2:59][NH:60][CH2:61][CH2:62]3)[cH:51][c:52]([NH2:56])[n:53][c:54]2[cH:55]1.[F:21][C:22]([F:23])([F:24])[C:25]([OH:26])=[O:27].[Na+:44].[O-:40][C:41]([OH:42])=[O:43]>>[C:6]([NH:7][CH:8]1[C:9](=[O:19])[N:10]([S:15](=[O:16])(=[O:17])[CH3:18])[CH2:11][CH2:12][CH2:13][CH2:14]1)(=[O:20])[N:60]1[CH2:59][CH2:58][N:57]([c:50]2[c:49]3[cH:48][cH:47][c:46]([Cl:45])[cH:55][c:54]3[n:53][c:52]([NH2:56])[cH:51]2)[CH2:62][CH2:61]1. The reactants are C1(CCCCC1)C(OC1=CC=C(C(=O)O)C=C1)C1=C(OC(=C1)C=1C=NC=CC1)C (4-{cyclohexyl[2-methyl-5-(pyridin-3-yl)furan-3-yl]methoxy}benzoic acid), CNCCC(=O)OCC (ethyl 3-(methylamino)propanoate), Cl.C(C)N=C=NCCCN(C)C (1-ethyl-3-(3-dimethylaminopropyl)carbodiimide hydrochloride), O.OC1=CC=CC=2NN=NC21 (hydroxybenzotriazole monohydrate). Run in C(C)(=O)OCC (Ethyl acetate), CN(C=O)C (N,N-dimethylformamide), C(C)N(CC)CC (triethylamine). Conditions: time 1 hour. Yields the product C1(CCCCC1)C(OC1=CC=C(C=C1)C(=O)N(CCC(=O)O)C)C1=C(OC(=C1)C=1C=NC=CC1)C (3-{[(4-{cyclohexyl[2-methyl-5-(pyridin-3-yl)furan-3-yl]methoxy}phenyl)carbonyl](methyl)amino}propanoic acid). Yield: 62.4%. Reaction SMILES: [CH:1]1([CH:7]([C:18]2[CH:22]=[C:21]([C:23]3[CH:24]=[N:25][CH:26]=[CH:27][CH:28]=3)[O:20][C:19]=2[CH3:29])[O:8][C:9]2[CH:17]=[CH:16][C:12]([C:13]([OH:15])=O)=[CH:11][CH:10]=2)[CH2:6][CH2:5][CH2:4][CH2:3][CH2:2]1.[CH3:30][NH:31][CH2:32][CH2:33][C:34]([O:36]CC)=[O:35].Cl.C(N=C=NCCCN(C)C)C.O.OC1C2N=NNC=2C=CC=1>CN(C)C=O.C(OCC)(=O)C.C(N(CC)CC)C>[CH:1]1([CH:7]([C:18]2[CH:22]=[C:21]([C:23]3[CH:24]=[N:25][CH:26]=[CH:27][CH:28]=3)[O:20][C:19]=2[CH3:29])[O:8][C:9]2[CH:10]=[CH:11][C:12]([C:13]([N:31]([CH3:30])[CH2:32][CH2:33][C:34]([OH:36])=[O:35])=[O:15])=[CH:16][CH:17]=2)[CH2:6][CH2:5][CH2:4][CH2:3][CH2:2]1 |f:2.3,4.5|. Procedure details: A solution of 4-{cyclohexyl[2-methyl-5-(pyridin-3-yl)furan-3-yl]methoxy}benzoic acid (137 mg), ethyl 3-(methylamino)propanoate (55 mg), 1-ethyl-3-(3-dimethylaminopropyl)carbodiimide hydrochloride (81 mg), hydroxybenzotriazole monohydrate (64 mg) and triethylamine (59 μL) in N,N-dimethylformamide (10 mL) was stirred at room temperature for 4 hr. Ethyl acetate was added, the mixture was washed with saturated aqueous sodium hydrogen carbonate solution and 1N hydrochloric acid, and the organic layer... The reactants are resultant mixture, ClC=1C=C(C=CC1OC(C)C)C1=NC(=NO1)C=1C=C2C=NNC2=CC1 (5-(5-{3-Chloro-4-[(1-methylethyl)oxy]phenyl}-1,2,4-oxadiazol-3-yl)-1H-indazole), BrCCC(=O)OCC (ethyl 3-bromopropionate), C(=O)([O-])[O-].[Cs+].[Cs+] (Cs2CO3). Run in CN1CCCN(C1=O)C (DMPU). The product is ClC=1C=C(C=CC1OC(C)C)C1=NC(=NO1)C=1C=C2C=NN(C2=CC1)CCC(=O)OCC (Ethyl 3-[5-(5-{3-chloro-4-[(1-methylethyl)oxy]phenyl}-1,2,4-oxadiazol-3-yl)-1H-indazol-1-yl]propanoate). RXN SMILES: [Cl:1][C:2]1[CH:3]=[C:4]([C:12]2[O:16][N:15]=[C:14]([C:17]3[CH:18]=[C:19]4[C:23](=[CH:24][CH:25]=3)[NH:22][N:21]=[CH:20]4)[N:13]=2)[CH:5]=[CH:6][C:7]=1[O:8][CH:9]([CH3:11])[CH3:10].C([O-])([O-])=O.[Cs+].[Cs+].Br[CH2:33][CH2:34][C:35]([O:37][CH2:38][CH3:39])=[O:36]>CN1C(=O)N(C)CCC1>[Cl:1][C:2]1[CH:3]=[C:4]([C:12]2[O:16][N:15]=[C:14]([C:17]3[CH:18]=[C:19]4[C:23](=[CH:24][CH:25]=3)[N:22]([CH2:33][CH2:34][C:35]([O:37][CH2:38][CH3:39])=[O:36])[N:21]=[CH:20]4)[N:13]=2)[CH:5]=[CH:6][C:7]=1[O:8][CH:9]([CH3:11])[CH3:10] |f:1.2.3|. Procedure details: 5-(5-{3-Chloro-4-[(1-methylethyl)oxy]phenyl}-1,2,4-oxadiazol-3-yl)-1H-indazole (D4) (200 mg) was dissolved in DMPU (2.8 ml) and treated with Cs2CO3 (367 mg) followed by ethyl 3-bromopropionate (145 ul). The resultant mixture was heated to 140° C. in a microwave reactor for 1.5 hours. The reaction mixture was then cooled to RT, evaporated to dryness and dissolved in H2O. This solution was extracted with EtOAc (×3) and the combined extracts washed with brine and evaporated to give the title compou... Reactants: CCCCCC(O)CCCC(CCCCCCC(=O)O)C(O)CCOC, ClC(Cl)Cl, CCCCCC(O)CCCC(O)CCCCCCC(=O)O. The product is CCCCCC(O)CCCC(CCCCCCC(=O)O)C(O)CCO. As a reaction SMILES: [CH3:1][O:2][CH2:3][CH2:4][CH:5]([OH:6])[CH:7]([CH2:8][CH2:9][CH2:10][CH2:11][CH2:12][CH2:13][C:14](=[O:15])[OH:16])[CH2:17][CH2:18][CH2:19][CH:20]([CH2:21][CH2:22][CH2:23][CH2:24][CH3:25])[OH:26].[CH:48]([Cl:49])([Cl:50])[Cl:51].[OH:27][CH:28]([CH2:29][CH2:30][CH2:31][CH:32]([OH:33])[CH2:34][CH2:35][CH2:36][CH2:37][CH3:38])[CH2:39][CH2:40][CH2:41][CH2:42][CH2:43][CH2:44][C:45]([OH:46])=[O:47]>>[OH:2][CH2:3][CH2:4][CH:5]([OH:6])[CH:7]([CH2:8][CH2:9][CH2:10][CH2:11][CH2:12][CH2:13][C:14](=[O:15])[OH:16])[CH2:17][CH2:18][CH2:19][CH:20]([CH2:21][CH2:22][CH2:23][CH2:24][CH3:25])[OH:26]. The reactants are ClC1=NC=C(C(=N1)NC1=C(C=C(C=C1)N1CCOCC1)OC)Cl ((2,5-Dichloro-pyrimidin-4-yl)-(2-methoxy-4-morpholin-4-yl-phenyl)-amine), NC1=CC2=C(N(C(CCC2(C)C)=O)CC)C=C1 (7-Amino-1-ethyl-5,5-dimethyl-1,3,4,5-tetrahydro-benzo[b]azepin-2-one), Cl (HCl). Run in O1CCOCC1 (dioxane), COCCO (2-methoxyethanol). Yields the product ClC=1C(=NC(=NC1)NC1=CC2=C(N(C(CCC2(C)C)=O)CC)C=C1)NC1=C(C=C(C=C1)N1CCOCC1)OC (7-[5-Chloro-4-(2-methoxy-4-morpholin-4-yl-phenylamino)-pyrimidin-2-ylamino]-1-ethyl-5,5-dimethyl-1,3,4,5-tetrahydro-benzo[b]azepin-2-one). Yield: 92.3%. RXN SMILES: Cl[C:2]1[N:7]=[C:6]([NH:8][C:9]2[CH:14]=[CH:13][C:12]([N:15]3[CH2:20][CH2:19][O:18][CH2:17][CH2:16]3)=[CH:11][C:10]=2[O:21][CH3:22])[C:5]([Cl:23])=[CH:4][N:3]=1.[NH2:24][C:25]1[CH:40]=[CH:39][C:28]2[N:29]([CH2:37][CH3:38])[C:30](=[O:36])[CH2:31][CH2:32][C:33]([CH3:35])([CH3:34])[C:27]=2[CH:26]=1.Cl>O1CCOCC1.COCCO>[Cl:23][C:5]1[C:6]([NH:8][C:9]2[CH:14]=[CH:13][C:12]([N:15]3[CH2:20][CH2:19][O:18][CH2:17][CH2:16]3)=[CH:11][C:10]=2[O:21][CH3:22])=[N:7][C:2]([NH:24][C:25]2[CH:40]=[CH:39][C:28]3[N:29]([CH2:37][CH3:38])[C:30](=[O:36])[CH2:31][CH2:32][C:33]([CH3:34])([CH3:35])[C:27]=3[CH:26]=2)=[N:3][CH:4]=1. Procedure details: Combined (2,5-Dichloro-pyrimidin-4-yl)-(2-methoxy-4-morpholin-4-yl-phenyl)-amine (113 mg, 0.3185 mmol), 7-Amino-1-ethyl-5,5-dimethyl-1,3,4,5-tetrahydro-benzo[b]azepin-2-one (74 mg, 0.3185 mmol), 4 N HCl in dioxane (100 ul) and 2-methoxyethanol (4 mL). Heated reaction to 120° C. for 3 hours. Evaporated off solvent and purified with normal phase chromatography to yield a yellow solid, 7-[5-Chloro-4-(2-methoxy-4-morpholin-4-yl-phenylamino)-pyrimidin-2-ylamino]-1-ethyl-5,5-dimethyl-1,3,4,5-tetrahydr...